Dataset: the Open Reaction Database (ORD), a public repository of structured organic reaction records. Task: describe an organic reaction: reactants, conditions, products, and yield Starting materials: [N+](=O)([O-])C1=CC=C(C(=O)Cl)C=C1 (4-Nitrobenzoyl chloride), [Cl-].[Cl-].[Cl-].[Al+3] (Aluminium trichloride). Run in C1(=CC=CC=C1)C (toluene). Run at temperature 0 celsius, time 2 hour. Product: CC1=CC=C(C(=O)C2=CC=C(C=C2)[N+](=O)[O-])C=C1 (4-methyl-4′-nitrobenzophenone). Isolated yield 129.1%. RXN SMILES: [N+:1]([C:4]1[CH:12]=[CH:11][C:7]([C:8](Cl)=[O:9])=[CH:6][CH:5]=1)([O-:3])=[O:2].[Cl-].[Cl-].[Cl-].[Al+3]>C1(C)C=CC=CC=1>[CH3:8][C:7]1[CH:11]=[CH:12][C:4]([C:8]([C:7]2[CH:11]=[CH:12][C:4]([N+:1]([O-:3])=[O:2])=[CH:5][CH:6]=2)=[O:9])=[CH:5][CH:6]=1 |f:1.2.3.4|. Procedure details: 4-Nitrobenzoyl chloride (5.00 g, 26.0 mmol, 1 eq) was suspended in toluene (10 mL) and the cloudy yellow mixture was cooled to 0° C. in an ice/water bath. Aluminium trichloride (4.50 g, 33.7 mmol, 1.25 eq) was added portionwise over a period of 20 min and the mixture was allowed to warm to room temperature. After stirring at room temperature for 2 hr HPLC indicated that the starting material had been consumed. The reaction was quenched by pouring onto an ice/1 M HCl solution where the product pr...